From a dataset of the Open Reaction Database (ORD), a public repository of structured organic reaction records. describe an organic reaction: reactants, conditions, products, and yield Reactants: [Cl-], [Li+], O=N[O-], Nc1nc2ncnc(N)c2s1, [Na+], [Na+], [OH-], O. The product is Nc1ncnc2nc(Cl)sc12. As a reaction SMILES: [Cl-:18].[Li+:19].[N:14]([O-:15])=[O:16].[NH2:1][c:2]1[s:3][c:4]2[c:5]([n:6][cH:7][n:8][c:9]2[NH2:10])[n:11]1.[Na+:13].[Na+:17].[OH-:12].[OH2:20]>>[c:2]1([Cl:18])[s:3][c:4]2[c:5]([n:6][cH:7][n:8][c:9]2[NH2:10])[n:11]1. The reactants are [OH-].[K+] (potassium hydroxide), C(CCCCCCCCC)=O (decanal). The solvent is O (water), O (water). Conditions: temperature 210 celsius, time 3 hour. Yields the product C(CCCCCCC)C(CO)CCCCCCCCCC (2-octyl dodecanol). As a reaction SMILES: [OH-].[K+].[CH:3](=[O:13])[CH2:4][CH2:5][CH2:6][CH2:7][CH2:8][CH2:9][CH2:10][CH2:11][CH3:12]>O>[CH2:5]([CH:4]([CH2:3][CH2:4][CH2:5][CH2:6][CH2:7][CH2:8][CH2:9][CH2:10][CH2:11][CH3:12])[CH2:3][OH:13])[CH2:6][CH2:7][CH2:8][CH2:9][CH2:10][CH2:11][CH3:12] |f:0.1|. Procedure details: In a stirred reactor consisting of a flask, heating mushroom, water separator, reflux condenser and nitrogen inlet, 1 g (0.015 mol) of potassium hydroxide was added to 500 g (3.2 mol) of decanal (99% by weight) at 20° C., followed by heating to 210° C. The water formed during the reaction was continuously distilled off. After 3 hours, the reaction was terminated, the reaction mixture was cooled to 20° C. and the potassium hydroxide precipitated was filtered off. The resulting clear liquid contai... The reactants are N1N=C(C2=CC=CC=C12)C(=O)O (1H-Indazole-3-carboxylic acid), C(=O)([O-])[O-].[K+].[K+] (K2CO3), Cl (HCl), C(C1=CC=CC=C1)Br (benzyl bromide). The solvent is CN(C)C=O (DMF). Run at time 15 minute. The product is C(C1=CC=CC=C1)OC(=O)C1=NN(C2=CC=CC=C12)CC1=CC=CC=C1 (1-Benzyl-1H-indazole-3-carboxylic acid benzyl ester). Reaction SMILES: [NH:1]1[C:9]2[C:4](=[CH:5][CH:6]=[CH:7][CH:8]=2)[C:3]([C:10]([OH:12])=[O:11])=[N:2]1.C([O-])([O-])=O.[K+].[K+].[CH2:19](Br)[C:20]1[CH:25]=[CH:24][CH:23]=[CH:22][CH:21]=1.Cl>CN(C=O)C>[CH2:19]([O:11][C:10]([C:3]1[C:4]2[C:9](=[CH:8][CH:7]=[CH:6][CH:5]=2)[N:1]([CH2:3][C:4]2[CH:9]=[CH:8][CH:7]=[CH:6][CH:5]=2)[N:2]=1)=[O:12])[C:20]1[CH:25]=[CH:24][CH:23]=[CH:22][CH:21]=1 |f:1.2.3|. Reported procedure: To a stirring solution of 750 mg (4.62 mmol) of 1H-Indazole-3-carboxylic acid (Snyder, H. R.; Thompson, C. B.; Hinman, R. L. J. Am. Chem. Soc. 1952, 74, 2009) in 20 mL of DMF is added 1.92 g (13.86 mmol, 3.0 equiv) of K2CO3, followed by 1.43 mL of benzyl bromide. The reaction mixture is stirred 15 min at RT then heated at 60° C. for 16 h. The reaction is cooled to RT, poured into 100 mL 1N HCl, and extracted with EtOAc (2×100 mL). The organic layers are washed with H2O (2×100 mL), dried (MgSO4),...